This data is from the Open Reaction Database (ORD), a public repository of structured organic reaction records. The task is: describe an organic reaction: reactants, conditions, products, and yield Reactants: CC(C)C[Al+]CC(C)C, Cc1ccccc1, [H-], CC(C1OCCO1)C1CCC2C3C=CC4=CC(=O)C5OC5C4(C)C3CCC12C, C1CCOC1. Product: CC(C1OCCO1)C1CCC2C3C=CC4=CC(O)C5OC5C4(C)C3CCC12C. Reaction SMILES: [CH2:30]([Al+:31][CH2:32][CH:33]([CH3:34])[CH3:35])[CH:36]([CH3:37])[CH3:38].[CH3:44][c:45]1[cH:46][cH:47][cH:48][cH:49][cH:50]1.[H-:29].[O:1]1[CH:2]([CH:6]([CH3:7])[CH:8]2[CH2:9][CH2:10][CH:11]3[CH:12]4[CH:13]=[CH:14][C:15]5=[CH:16][C:17](=[O:28])[CH:18]6[CH:19]([C:20]5([CH3:21])[CH:22]4[CH2:23][CH2:24][C:25]23[CH3:26])[O:27]6)[O:3][CH2:4][CH2:5]1.[O:39]1[CH2:40][CH2:41][CH2:42][CH2:43]1>>[O:1]1[CH:2]([CH:6]([CH3:7])[CH:8]2[CH2:9][CH2:10][CH:11]3[CH:12]4[CH:13]=[CH:14][C:15]5=[CH:16][CH:17]([OH:28])[CH:18]6[CH:19]([C:20]5([CH3:21])[CH:22]4[CH2:23][CH2:24][C:25]23[CH3:26])[O:27]6)[O:3][CH2:4][CH2:5]1.